Dataset: the Open Reaction Database (ORD), a public repository of structured organic reaction records. Task: describe an organic reaction: reactants, conditions, products, and yield Reactants: FC1=CC=C(C=C1)C(C(=O)O)O (2-(4-fluorophenyl)-2-hydroxyacetic acid), C(C)O (ethanol), OS(=O)(=O)O (H2SO4). The product is FC1=CC=C(C=C1)C(C(=O)OCC)O (ethyl 2-(4-fluorophenyl)-2-hydroxyacetate). The yield is 90.0%. As a reaction SMILES: [F:1][C:2]1[CH:7]=[CH:6][C:5]([CH:8]([OH:12])[C:9]([OH:11])=[O:10])=[CH:4][CH:3]=1.OS(O)(=O)=O.[CH2:18](O)[CH3:19]>>[F:1][C:2]1[CH:3]=[CH:4][C:5]([CH:8]([OH:12])[C:9]([O:11][CH2:18][CH3:19])=[O:10])=[CH:6][CH:7]=1. Procedure: To a cooled solution of 2-(4-fluorophenyl)-2-hydroxyacetic acid (5.0 g, 29.4 mmol) in ethanol was added con. H2SO4 (10 mL) over a period of 10 min. The reaction mixture was heated at reflux for 5 h. The solvent was evaporated under reduced pressure and the residue was diluted with ethyl acetate (25 mL). The organic solution was washed with aqueous saturated NaHCO3 (25 mL×2), water (20 mL), brine solution (10 mL), dried over anhydrous Na2SO4 and evaporated under reduced pressure to give ethyl 2-(...